From a dataset of the Open Reaction Database (ORD), a public repository of structured organic reaction records. describe an organic reaction: reactants, conditions, products, and yield The reactants are N1C=NC=C1 (imidazole), ClC=1N=C(C2=C(N1)SC(=C2C)C)NCCC2=CC1=C(C=C2)OCO1 (2-chloro-5,6-dimethyl-4-(3,4-methylenedioxyphenethylamino)-thieno-[2,3-d]-pyrimidine). The product is N1(C=NC=C1)C=1N=C(C2=C(N1)SC(=C2C)C)NCCC2=CC1=C(C=C2)OCO1 (2-(imidazol-1-yl)-5,6-dimethyl-4-(3,4-methylenedioxyphenethylamino)-thieno-[2,3-d]-pyrimidine). RXN SMILES: [NH:1]1[CH:5]=[CH:4][N:3]=[CH:2]1.Cl[C:7]1[N:8]=[C:9]([NH:18][CH2:19][CH2:20][C:21]2[CH:26]=[CH:25][C:24]3[O:27][CH2:28][O:29][C:23]=3[CH:22]=2)[C:10]2[C:15]([CH3:16])=[C:14]([CH3:17])[S:13][C:11]=2[N:12]=1>>[N:1]1([C:7]2[N:8]=[C:9]([NH:18][CH2:19][CH2:20][C:21]3[CH:26]=[CH:25][C:24]4[O:27][CH2:28][O:29][C:23]=4[CH:22]=3)[C:10]3[C:15]([CH3:16])=[C:14]([CH3:17])[S:13][C:11]=3[N:12]=2)[CH:5]=[CH:4][N:3]=[CH:2]1. Procedure: Following the procedure of Example 97, the reaction of imidazole with 2-chloro-5,6-dimethyl-4-(3,4-methylenedioxyphenethylamino)-thieno-[2,3-d]-pyrimidine gives 2-(imidazol-1-yl)-5,6-dimethyl-4-(3,4-methylenedioxyphenethylamino)-thieno-[2,3-d]-pyrimidine. The reactants are Cc1c(C#N)sc(C(N)=O)c1C, CO, Cl. RXN SMILES: [C:1](#[N:2])[c:3]1[c:4]([CH3:12])[c:5]([CH3:11])[c:6]([C:8](=[O:9])[NH2:10])[s:7]1.[CH3:14][OH:15].[ClH:13]>>[CH2:1]([NH2:2])[c:3]1[c:4]([CH3:12])[c:5]([CH3:11])[c:6]([C:8](=[O:9])[NH2:10])[s:7]1.[ClH:13]. Product: Cc1c(CN)sc(C(N)=O)c1C, Cl. Starting materials: NC1=C(C=CC(=C1)O)SC1=CC=C(C=C1)NC(C)=O (N-[4-(2-Amino-4-hydroxy-phenylsulfanyl)-phenyl]-acetamide), CC=1C=C(CBr)C=CC1 (3-methylbenzyl bromide), C([O-])([O-])=O.[K+].[K+] (potassium carbonate). The solvent is CN(C)C=O (DMF). Reaction conditions: time 15 hour. Yields the product NC1=C(C=CC(=C1)OCC1=CC(=CC=C1)C)SC1=CC=C(C=C1)NC(C)=O (N-{4-[2-Amino-4-(3-methyl-benzyloxy)-phenylsulfanyl]-phenyl}-acetamide). The yield is 99.5%. As a reaction SMILES: [NH2:1][C:2]1[CH:7]=[C:6]([OH:8])[CH:5]=[CH:4][C:3]=1[S:9][C:10]1[CH:15]=[CH:14][C:13]([NH:16][C:17](=[O:19])[CH3:18])=[CH:12][CH:11]=1.[CH3:20][C:21]1[CH:22]=[C:23]([CH:26]=[CH:27][CH:28]=1)[CH2:24]Br.C(=O)([O-])[O-].[K+].[K+]>CN(C=O)C>[NH2:1][C:2]1[CH:7]=[C:6]([O:8][CH2:20][C:21]2[CH:28]=[CH:27][CH:26]=[C:23]([CH3:24])[CH:22]=2)[CH:5]=[CH:4][C:3]=1[S:9][C:10]1[CH:15]=[CH:14][C:13]([NH:16][C:17](=[O:19])[CH3:18])=[CH:12][CH:11]=1 |f:2.3.4|. Procedure: A mixture of the product from Example 38b (28 mg, 0.085 mmol), 3-methylbenzyl bromide (13 mg, 0.096 mmol) and potassium carbonate (13 mg, 0.09 mmol) in DMF (1 mL) was stirred at room temperature 15 hr. The next day, the reaction mixture was poured onto ice and the solid collected by filtration providing the tile compound (32 mg, 100%). Reactants: BrCCOc1c(Br)cccc1Br, C1CCOC1, CCCCCC, [Li]CCCC, CCOC(C)=O, O. Product: Brc1cccc2c1OCC2. Reaction SMILES: [Br:6][c:7]1[c:8]([O:14][CH2:15][CH2:16][Br:17])[c:9]([Br:13])[cH:10][cH:11][cH:12]1.[CH2:25]1[O:26][CH2:27][CH2:28][CH2:29]1.[CH3:18][CH2:19][CH2:20][CH2:21][CH2:22][CH3:23].[CH3:1][CH2:2][CH2:3][CH2:4][Li:5].[CH3:30][CH2:31][O:32][C:33](=[O:34])[CH3:35].[OH2:24]>>[c:7]12[c:8]([c:9]([Br:13])[cH:10][cH:11][cH:12]1)[O:14][CH2:15][CH2:16]2. The reactants are CCO, COCCOC, O=Cc1ccccc1B(O)O, [Na+], [Na+], O=C([O-])[O-], O, O, O=C(c1nn(C23CC4CC(CC(C4)C2)C3)cc1Br)N(c1ccccc1)c1ccccc1, c1ccc(P(c2ccccc2)(c2ccccc2)[Pd](P(c2ccccc2)(c2ccccc2)c2ccccc2)(P(c2ccccc2)(c2ccccc2)c2ccccc2)P(c2ccccc2)(c2ccccc2)c2ccccc2)cc1. Yields the product O=Cc1ccccc1-c1cn(C23CC4CC(CC(C4)C2)C3)nc1C(=O)N(c1ccccc1)c1ccccc1. As a reaction SMILES: [CH2:50]([OH:51])[CH3:52].[CH2:53]([CH2:54][O:55][CH3:56])[O:57][CH3:58].[CH:32](=[O:33])[c:34]1[c:35]([B:40]([OH:41])[OH:42])[cH:36][cH:37][cH:38][cH:39]1.[Na+:43].[Na+:44].[O-:45][C:46](=[O:47])[O-:48].[OH2:49].[OH2:59].[c:1]1([N:7]([C:8](=[O:9])[c:10]2[n:11][n:12]([C:16]34[CH2:17][CH:18]5[CH2:19][CH:20]([CH2:21][CH:22]([CH2:23]3)[CH2:24]5)[CH2:25]4)[cH:13][c:14]2[Br:15])[c:26]2[cH:27][cH:28][cH:29][cH:30][cH:31]2)[cH:2][cH:3][cH:4][cH:5][cH:6]1.[cH:60]1[cH:61][cH:62][c:63]([P:64]([Pd:65]([P:66]([c:67]2[cH:68][cH:69][cH:70][cH:71][cH:72]2)([c:73]2[cH:74][cH:75][cH:76][cH:77][cH:78]2)[c:79]2[cH:80][cH:81][cH:82][cH:83][cH:84]2)([P:85]([c:86]2[cH:87][cH:88][cH:89][cH:90][cH:91]2)([c:92]2[cH:93][cH:94][cH:95][cH:96][cH:97]2)[c:98]2[cH:99][cH:100][cH:101][cH:102][cH:103]2)[P:104]([c:105]2[cH:106][cH:107][cH:108][cH:109][cH:110]2)([c:111]2[cH:112][cH:113][cH:114][cH:115][cH:116]2)[c:117]2[cH:118][cH:119][cH:120][cH:121][cH:122]2)([c:123]2[cH:124][cH:125][cH:126][cH:127][cH:128]2)[c:129]2[cH:130][cH:131][cH:132][cH:133][cH:134]2)[cH:135][cH:136]1>>[c:1]1([N:7]([C:8](=[O:9])[c:10]2[n:11][n:12]([C:16]34[CH2:17][CH:18]5[CH2:19][CH:20]([CH2:21][CH:22]([CH2:23]3)[CH2:24]5)[CH2:25]4)[cH:13][c:14]2-[c:35]2[c:34]([CH:32]=[O:33])[cH:39][cH:38][cH:37][cH:36]2)[c:26]2[cH:27][cH:28][cH:29][cH:30][cH:31]2)[cH:2][cH:3][cH:4][cH:5][cH:6]1. Reactants: C([O-])([O-])=O.[K+].[K+] (potassium carbonate), C(C)I (ethyl iodide), C(C1=CC=CC=C1)N1CCC(CC1)N1C(=O)CCC2=C(C=CC=C12)O (1-(1-Benzyl-4-piperidinyl)-5-hydroxy-3,4-dihydrocarbostyril). The solvent is CC(=O)C (acetone). Conditions: time 6.5 hour. Product: C(C1=CC=CC=C1)N1CCC(CC1)N1C(=O)CCC2=C(C=CC=C12)OCC (1-(1-benzyl-4-piperidinyl)-5-ethoxy-3,4-dihydrocarbostyril). RXN SMILES: [CH2:1]([N:8]1[CH2:13][CH2:12][CH:11]([N:14]2[C:24]3[C:19](=[C:20]([OH:25])[CH:21]=[CH:22][CH:23]=3)[CH2:18][CH2:17][C:15]2=[O:16])[CH2:10][CH2:9]1)[C:2]1[CH:7]=[CH:6][CH:5]=[CH:4][CH:3]=1.C(=O)([O-])[O-].[K+].[K+].[CH2:32](I)[CH3:33]>CC(C)=O>[CH2:1]([N:8]1[CH2:13][CH2:12][CH:11]([N:14]2[C:24]3[C:19](=[C:20]([O:25][CH2:32][CH3:33])[CH:21]=[CH:22][CH:23]=3)[CH2:18][CH2:17][C:15]2=[O:16])[CH2:10][CH2:9]1)[C:2]1[CH:7]=[CH:6][CH:5]=[CH:4][CH:3]=1 |f:1.2.3|. Reported procedure: 1-(1-Benzyl-4-piperidinyl)-5-hydroxy-3,4-dihydrocarbostyril (500 mg) is dissolved in acetone (20 ml) and thereto are added potassium carbonate (246 mg) and ethyl iodide (0.18 ml). The mixture is refluxed with stirring for 6.5 hours. After the reaction, the insoluble materials are removed by filtration, and the filtrate is concentrated under reduced pressure. Dichloromethane is added to the resulting residue and the mixture is washed with 5% aqueous sodium hydroxide solution and then dried with m... Reaction SMILES: [NH2:1][C@@H:2]1[C:21](=[O:22])[N:4]2[C:5]([P:17]([O-:20])(=[O:19])[O-:18])=[C:6]([CH2:9][S:10][C:11]3[N:15]([CH3:16])[N:14]=[N:13][N:12]=3)[CH2:7][S:8][C@H:3]12.C([O-])(O)=O.[Na+:27].[O:28]1[CH:32]=[CH:31][CH:30]=[C:29]1[CH2:33][C:34](Cl)=[O:35].Cl>CC(C)=O.CCOC(C)=O.O>[O:28]1[CH:32]=[CH:31][CH:30]=[C:29]1[CH2:33][C:34]([NH:1][C@@H:2]1[C:21](=[O:22])[N:4]2[C:5]([P:17]([O-:18])(=[O:20])[O-:19])=[C:6]([CH2:9][S:10][C:11]3[N:15]([CH3:16])[N:14]=[N:13][N:12]=3)[CH2:7][S:8][C@H:3]12)=[O:35].[Na+:27].[Na+:27] |f:1.2,8.9.10|. Yields the product O1C(=CC=C1)CC(=O)N[C@H]1[C@@H]2N(C(=C(CS2)CSC2=NN=NN2C)P([O-])(=O)[O-])C1=O.[Na+].[Na+] (Disodium 7β-(2-furylacetamido)-3-(N-methyltetrazolylthiomethyl)-3-cephem-4-phosphonate). Reaction conditions: time 1 hour. Reported procedure: To a solution of 10 mmoles 7β-amino-3-(N-methyltetrazolylthiomethyl)-3-cephem-4-phosphonate in 100 ml. water and 100 ml. acetone containing 5 g. NaHCO3 is added 20 mmoles 2-furylacetyl chloride in 40 ml acetone at 0° C. After 1 hr. stirring at 0° and 2 hrs at 25° the acetone is pumped off in vacuo and the aqueous solution added to 100 ml. water and 200 ml. EtOAc. The pH is adjusted to 2 with HCl and the ethyl acetate layer separated, and evaporated. The residue is taken up in 50 ml water contain... The solvent is O (water), CC(=O)C (acetone), CCOC(=O)C (EtOAc), O (water), CC(=O)C (acetone), CC(=O)C (acetone). The reactants are N[C@H]1[C@@H]2N(C(=C(CS2)CSC2=NN=NN2C)P([O-])(=O)[O-])C1=O (7β-amino-3-(N-methyltetrazolylthiomethyl)-3-cephem-4-phosphonate), Cl (HCl), C(=O)(O)[O-].[Na+] (NaHCO3), O1C(=CC=C1)CC(=O)Cl (2-furylacetyl chloride). Starting materials: CO, Clc1ccnc2c1CC1(CN3CCC1CC3)O2, [H-], [Na+], O. Yields the product COc1ccnc2c1CC1(CN3CCC1CC3)O2. RXN SMILES: [CH3:21][OH:22].[Cl:3][c:4]1[c:5]2[c:6]([n:7][cH:8][cH:9]1)[O:10][C:11]1([CH2:12][N:13]3[CH2:14][CH2:15][CH:16]1[CH2:17][CH2:18]3)[CH2:19]2.[H-:1].[Na+:2].[OH2:20]>>[c:4]1([O:20][CH3:21])[c:5]2[c:6]([n:7][cH:8][cH:9]1)[O:10][C:11]1([CH2:12][N:13]3[CH2:14][CH2:15][CH:16]1[CH2:17][CH2:18]3)[CH2:19]2.